This data is from the Open Reaction Database (ORD), a public repository of structured organic reaction records. The task is: describe an organic reaction: reactants, conditions, products, and yield Starting materials: CCCCP(CCCC)CCCC, Cc1ccccc1, CCOC(=O)c1cc2cc(C(F)(F)F)ccc2[nH]1, O=C(N=NC(=O)N1CCCCC1)N1CCCCC1, OCc1ccncc1. Yields the product CCOC(=O)c1cc2cc(C(F)(F)F)ccc2n1Cc1ccncc1. As a reaction SMILES: [CH2:45]([P:46]([CH2:47][CH2:48][CH2:49][CH3:50])[CH2:51][CH2:52][CH2:53][CH3:54])[CH2:55][CH2:56][CH3:57].[CH3:58][c:59]1[cH:60][cH:61][cH:62][cH:63][cH:64]1.[F:19][C:20]([c:21]1[cH:22][c:23]2[cH:24][c:25]([C:30](=[O:31])[O:32][CH2:33][CH3:34])[nH:26][c:27]2[cH:28][cH:29]1)([F:35])[F:36].[N:1]([C:2]([N:3]1[CH2:4][CH2:5][CH2:6][CH2:7][CH2:8]1)=[O:9])=[N:10][C:11]([N:12]1[CH2:13][CH2:14][CH2:15][CH2:16][CH2:17]1)=[O:18].[n:37]1[cH:38][cH:39][c:40]([CH2:43][OH:44])[cH:41][cH:42]1>>[F:19][C:20]([c:21]1[cH:22][c:23]2[cH:24][c:25]([C:30](=[O:31])[O:32][CH2:33][CH3:34])[n:26]([CH2:43][c:40]3[cH:39][cH:38][n:37][cH:42][cH:41]3)[c:27]2[cH:28][cH:29]1)([F:35])[F:36]. The reactants are FC=1C(=[N+](C=CC1)[O-])N1CCNCC1 (3-fluoro-2-piperazinylpyridine N-oxide), Cl (hydrogen chloride), S(=O)=O (sulfur dioxide). The solvent is C(C)(=O)O (acetic acid). Product: Cl.Cl.FC=1C(=NC=CC1)N1CCNCC1 (1-(3-fluoro-2-pyridinyl)piperazine dihydrochloride). As a reaction SMILES: [F:1][C:2]1[C:3]([N:9]2[CH2:14][CH2:13][NH:12][CH2:11][CH2:10]2)=[N+:4]([O-])[CH:5]=[CH:6][CH:7]=1.[ClH:15].S(=O)=O>C(O)(=O)C>[ClH:15].[ClH:15].[F:1][C:2]1[C:3]([N:9]2[CH2:10][CH2:11][NH:12][CH2:13][CH2:14]2)=[N:4][CH:5]=[CH:6][CH:7]=1 |f:4.5.6|. Procedure: A solution of 3-fluoro-2-piperazinylpyridine N-oxide (2 mmol) in 10 ml of glacial acetic acid is warmed to about 85° C. saturated with anhydrous hydrogen chloride gas and treated with a fine stream of sulfur dioxide for 1 hour. The acetic acid is removed under reduced pressure and the residue is crystallized from an ethanol-ethyl acetate mixture to give the title compound. Starting materials: ClC1=CC=C(C=O)C=C1 (p-Chlorobenzaldehyde), ClC1=C(C=CCC(CCC(=O)O)(C(C)=O)C2=CC=CC=C2)C=CC=C1 (4-(o-chlorocinnamyl)-4-phenyl-5-oxohexanoic acid), [OH-].[Na+] (sodium hydroxide). Solvent: C(C)O (ethanol), O (water), O (water). The product is ClC1=C(C=CCC(CCC(=O)O)(C(C=CC2=CC=C(C=C2)Cl)=O)C2=CC=CC=C2)C=CC=C1 (4-(o-Chlorocinnamyl)-4-phenyl-5-oxo-7-(p-chlorophenyl)-6-heptenoic Acid). RXN SMILES: [Cl:1][C:2]1[CH:9]=[CH:8][C:5]([CH:6]=O)=[CH:4][CH:3]=1.[Cl:10][C:11]1[CH:34]=[CH:33][CH:32]=[CH:31][C:12]=1[CH:13]=[CH:14][CH2:15][C:16]([C:25]1[CH:30]=[CH:29][CH:28]=[CH:27][CH:26]=1)([C:22](=[O:24])[CH3:23])[CH2:17][CH2:18][C:19]([OH:21])=[O:20].[OH-].[Na+]>C(O)C.O>[Cl:10][C:11]1[CH:34]=[CH:33][CH:32]=[CH:31][C:12]=1[CH:13]=[CH:14][CH2:15][C:16]([C:25]1[CH:26]=[CH:27][CH:28]=[CH:29][CH:30]=1)([C:22](=[O:24])[CH:23]=[CH:6][C:5]1[CH:8]=[CH:9][C:2]([Cl:1])=[CH:3][CH:4]=1)[CH2:17][CH2:18][C:19]([OH:21])=[O:20] |f:2.3|. Reported procedure: p-Chlorobenzaldehyde (2.81 g., 0.02 mole) in ethanol (10 ml.) is added to a solution of 4-(o-chlorocinnamyl)-4-phenyl-5-oxohexanoic acid (3.57 g., 0.01 mole) and sodium hydroxide (0.56 g., 0.014 mole) in water (50 ml.). The resulting mixture is heated on a steam bath for 24 hours. The reaction solution is cooled to room temperature, diluted with water (250 ml.), and extracted with ether to remove the excess p-chlorobenzaldehyde. The aqueous phase is acidified with dilute hydrochloric acid (10 ml... Reactants: C1CCOC1, CS(=O)(=O)c1nccc(Oc2ccc(NC(=O)Nc3ccc(Cl)c(C(F)(F)F)c3)c(F)c2)n1, NCCCO. Yields the product O=C(Nc1ccc(Cl)c(C(F)(F)F)c1)Nc1ccc(Oc2ccnc(NCCCO)n2)cc1F. Reaction SMILES: [CH2:39]1[O:40][CH2:41][CH2:42][CH2:43]1.[Cl:1][c:2]1[c:3]([C:30]([F:31])([F:32])[F:33])[cH:4][c:5]([NH:8][C:9](=[O:10])[NH:11][c:12]2[c:13]([F:29])[cH:14][c:15]([O:18][c:19]3[n:20][c:21]([S:25]([CH3:26])(=[O:27])=[O:28])[n:22][cH:23][cH:24]3)[cH:16][cH:17]2)[cH:6][cH:7]1.[NH2:34][CH2:35][CH2:36][CH2:37][OH:38]>>[Cl:1][c:2]1[c:3]([C:30]([F:31])([F:32])[F:33])[cH:4][c:5]([NH:8][C:9](=[O:10])[NH:11][c:12]2[c:13]([F:29])[cH:14][c:15]([O:18][c:19]3[n:20][c:21]([NH:34][CH2:35][CH2:36][CH2:37][OH:38])[n:22][cH:23][cH:24]3)[cH:16][cH:17]2)[cH:6][cH:7]1. Reactants: NC1=CC=C2C(C(N(C2=C1)C)C)(C)C (6-Amino-1,2,3,3-tetramethylindoline), FC(C(CC(=O)OCC)=O)(F)F (ethyl trifluoroacetoacetate). Run at time 1 hour. Product: O=C1NC2=CC3=C(C=C2C(=C1)C(F)(F)F)C(C(N3C)C)(C)C (7-oxo-1,2,3,3-tetramethyl-5-trifluoromethyl-2,3,7,8-tetrahydro-1H-pyrrolo [3,2-g] quinoline). As a reaction SMILES: [NH2:1][C:2]1[CH:10]=[C:9]2[C:5]([C:6]([CH3:14])([CH3:13])[CH:7]([CH3:12])[N:8]2[CH3:11])=[CH:4][CH:3]=1.[F:15][C:16]([F:26])([F:25])[C:17](=O)[CH2:18][C:19](OCC)=[O:20]>>[O:20]=[C:19]1[CH:18]=[C:17]([C:16]([F:26])([F:25])[F:15])[C:3]2[C:2](=[CH:10][C:9]3[N:8]([CH3:11])[CH:7]([CH3:12])[C:6]([CH3:13])([CH3:14])[C:5]=3[CH:4]=2)[NH:1]1. Procedure details: 6-Amino-1,2,3,3-tetramethylindoline (6.9 g, 0.036 mole) was treated with 6.8 g of ethyl trifluoroacetoacetate. There was an immediate reaction with heat evolution and formation of a solid. The mixture was heated in an oil bath under a reflux condenser for 16 hrs at 135°-140° C., then for 1 hr at 145°-150° C. The cooled cake was broken up, triturated with 10 ml of diethyl ether, filtered and washed twice with cold ether; 7.7 g (69%). When recrystallized from 275 ml of 95% ethanol, the compound wa... Starting materials: Nc1n[nH]c2cc(Cl)ccc12, O=C(Cl)c1cc(Cl)cc(Cl)c1, c1ccncc1. Yields the product O=C(Nc1n[nH]c2cc(Cl)ccc12)c1cc(Cl)cc(Cl)c1. RXN SMILES: [Cl:12][c:13]1[cH:14][cH:15][c:16]2[c:17]([NH2:22])[n:18][nH:19][c:20]2[cH:21]1.[Cl:1][c:2]1[cH:3][c:4]([C:5](=[O:6])[Cl:7])[cH:8][c:9]([Cl:11])[cH:10]1.[cH:23]1[cH:24][cH:25][n:26][cH:27][cH:28]1>>[Cl:1][c:2]1[cH:3][c:4]([C:5](=[O:6])[NH:22][c:17]2[c:16]3[cH:15][cH:14][c:13]([Cl:12])[cH:21][c:20]3[nH:19][n:18]2)[cH:8][c:9]([Cl:11])[cH:10]1. The reactants are Cl (HCl), BrC1=CC=C(O1)C=O (5-Bromo-2-furaldehyde), [N+](=O)([O-])C (nitromethane), [OH-].[Na+] (NaOH). Run in ice, CO (methanol), O (water). Reaction conditions: temperature 0 celsius, time 2 hour. Product: BrC=1OC(=CC1)\C=C\[N+](=O)[O-] (2-Bromo-5-((E)-2-nitrovinyl)furan). As a reaction SMILES: [Br:1][C:2]1[O:6][C:5]([CH:7]=O)=[CH:4][CH:3]=1.[N+:9]([CH3:12])([O-:11])=[O:10].[OH-].[Na+].Cl>CO.O>[Br:1][C:2]1[O:6][C:5](/[CH:7]=[CH:12]/[N+:9]([O-:11])=[O:10])=[CH:4][CH:3]=1 |f:2.3|. Procedure details: 5-Bromo-2-furaldehyde (5.26 g, 0.0300 mol) and nitromethane (2.2 ml, 2.43 g, 0.0300 mol) in methanol (40 ml) were added to NaOH (1.20 g, 0.0300 mol) in water (40 ml) at 0° C. The resulting mixture was stirred at 0° C. for 2 h and then diluted with ice-cold water (25 ml). The resulting solution was added slowly to 10% HCl (10 ml) at <0° C. The separated precipitate was filtered off, washed with water and heptane and dried to afford the title compound. 1H NMR (400 MHz, DMSO-d6): 6.90 (1H, d), 7.30...